From a dataset of the Open Reaction Database (ORD), a public repository of structured organic reaction records. describe an organic reaction: reactants, conditions, products, and yield As a reaction SMILES: [C:1](=[O:2])([CH3:3])[O:4][CH:5]1[CH2:6][CH2:7][c:8]2[c:9](-[n:14]3[cH:15][cH:16][cH:17][cH:18]3)[cH:10][cH:11][cH:12][c:13]21.[CH3:22][CH2:23][OH:24].[K+:20].[OH-:19].[OH2:21]>>[OH:4][CH:5]1[CH2:6][CH2:7][c:8]2[c:9](-[n:14]3[cH:15][cH:16][cH:17][cH:18]3)[cH:10][cH:11][cH:12][c:13]21. The reactants are CC(=O)OC1CCc2c1cccc2-n1cccc1, CCO, [K+], [OH-], O. The product is OC1CCc2c1cccc2-n1cccc1.